From a dataset of the Open Reaction Database (ORD), a public repository of structured organic reaction records. describe an organic reaction: reactants, conditions, products, and yield The reactants are N#CCBr, C[Si](C)(C)[N-][Si](C)(C)C, CCOC(=O)Cc1ccc(C(F)(F)F)cc1, [Li+], C1CCOC1. The product is CCOC(=O)C(CC#N)c1ccc(C(F)(F)F)cc1. Reaction SMILES: [Br:27][CH2:28][C:29]#[N:30].[CH3:17][Si:18]([N-:19][Si:20]([CH3:21])([CH3:22])[CH3:23])([CH3:24])[CH3:25].[F:1][C:2]([c:3]1[cH:4][cH:5][c:6]([CH2:9][C:10](=[O:11])[O:12][CH2:13][CH3:14])[cH:7][cH:8]1)([F:15])[F:16].[Li+:26].[O:31]1[CH2:32][CH2:33][CH2:34][CH2:35]1>>[F:1][C:2]([c:3]1[cH:4][cH:5][c:6]([CH:9]([C:10](=[O:11])[O:12][CH2:13][CH3:14])[CH2:28][C:29]#[N:30])[cH:7][cH:8]1)([F:15])[F:16]. Starting materials: COC(=O)CC1N=C(c2ccc(-c3cccc(C#N)c3)cc2)c2c(sc(C(=O)O)c2C)-n2c(C)nnc21, [Cu], O, c1ccc2ncccc2c1. Yields the product COC(=O)CC1N=C(c2ccc(-c3cccc(C#N)c3)cc2)c2c(C)csc2-n2c(C)nnc21. RXN SMILES: [C:1](#[N:2])[c:3]1[cH:4][c:5](-[c:9]2[cH:10][cH:11][c:12]([C:15]3=[N:16][CH:17]([CH2:33][C:34](=[O:35])[O:36][CH3:37])[c:18]4[n:19]([c:29]([CH3:32])[n:30][n:31]4)-[c:20]4[c:21]3[c:22]([CH3:28])[c:23]([C:25]([OH:26])=[O:27])[s:24]4)[cH:13][cH:14]2)[cH:6][cH:7][cH:8]1.[Cu:49].[OH2:38].[cH:39]1[cH:40][c:41]2[c:42]([n:43][cH:44][cH:45][cH:46]2)[cH:47][cH:48]1>>[C:1](#[N:2])[c:3]1[cH:4][c:5](-[c:9]2[cH:10][cH:11][c:12]([C:15]3=[N:16][CH:17]([CH2:33][C:34](=[O:35])[O:36][CH3:37])[c:18]4[n:19]([c:29]([CH3:32])[n:30][n:31]4)-[c:20]4[c:21]3[c:22]([CH3:28])[cH:23][s:24]4)[cH:13][cH:14]2)[cH:6][cH:7][cH:8]1. The reactants are C1COCCO1, CC(C)(C)[O-], CC(=O)c1c(C)c2cnc(Cl)nc2n1C1CCCC1, CC(=O)N1CCN(c2ccc(N)cc2)CC1, [Na+], O=C(C=Cc1ccccc1)C=Cc1ccccc1, O=C(C=Cc1ccccc1)C=Cc1ccccc1, O=C(C=Cc1ccccc1)C=Cc1ccccc1, O, [Pd], [Pd], c1ccc(P(c2ccccc2)c2ccc3ccccc3c2-c2c(P(c3ccccc3)c3ccccc3)ccc3ccccc23)cc1. Yields the product CC(=O)c1c(C)c2cnc(Nc3ccc(N4CCN(C(C)=O)CC4)cc3)nc2n1C1CCCC1. RXN SMILES: [CH2:88]1[O:89][CH2:90][CH2:91][O:92][CH2:93]1.[CH3:82][C:83]([CH3:84])([O-:85])[CH3:86].[Cl:1][c:2]1[n:3][cH:4][c:5]2[c:6]([n:7]1)[n:8]([CH:15]1[CH2:16][CH2:17][CH2:18][CH2:19]1)[c:9]([C:12]([CH3:13])=[O:14])[c:10]2[CH3:11].[NH2:20][c:21]1[cH:22][cH:23][c:24]([N:27]2[CH2:28][CH2:29][N:30]([C:33]([CH3:34])=[O:35])[CH2:31][CH2:32]2)[cH:25][cH:26]1.[Na+:87].[O:114]=[C:115]([CH:116]=[CH:117][c:118]1[cH:119][cH:120][cH:121][cH:122][cH:123]1)[CH:124]=[CH:125][c:126]1[cH:127][cH:128][cH:129][cH:130][cH:131]1.[O:132]=[C:133]([CH:134]=[CH:135][c:136]1[cH:137][cH:138][cH:139][cH:140][cH:141]1)[CH:142]=[CH:143][c:144]1[cH:145][cH:146][cH:147][cH:148][cH:149]1.[O:96]=[C:97]([CH:98]=[CH:99][c:100]1[cH:101][cH:102][cH:103][cH:104][cH:105]1)[CH:106]=[CH:107][c:108]1[cH:109][cH:110][cH:111][cH:112][cH:113]1.[OH2:150].[Pd:94].[Pd:95].[cH:36]1[cH:37][cH:38][c:39]([P:40]([c:41]2[cH:42][cH:43][c:44]3[c:45]([cH:46][cH:47][cH:48][cH:49]3)[c:50]2-[c:51]2[c:52]3[c:53]([cH:54][cH:55][cH:56][cH:57]3)[cH:58][cH:59][c:60]2[P:61]([c:62]2[cH:63][cH:64][cH:65][cH:66][cH:67]2)[c:68]2[cH:69][cH:70][cH:71][cH:72][cH:73]2)[c:74]2[cH:75][cH:76][cH:77][cH:78][cH:79]2)[cH:80][cH:81]1>>[c:2]1([NH:20][c:21]2[cH:22][cH:23][c:24]([N:27]3[CH2:28][CH2:29][N:30]([C:33]([CH3:34])=[O:35])[CH2:31][CH2:32]3)[cH:25][cH:26]2)[n:3][cH:4][c:5]2[c:6]([n:7]1)[n:8]([CH:15]1[CH2:16][CH2:17][CH2:18][CH2:19]1)[c:9]([C:12]([CH3:13])=[O:14])[c:10]2[CH3:11]. Yields the product O=C(NCCNCc1ccccc1O)c1ccccc1O. As a reaction SMILES: [C:1]([c:2]1[c:3]([OH:4])[cH:5][cH:6][cH:7][cH:8]1)([O:10][CH3:9])=[O:11].[CH3:24][c:25]1[cH:26][cH:27][cH:28][cH:29][cH:30]1.[OH:12][c:13]1[c:14]([CH2:15][NH:16][CH2:17][CH2:18][NH2:19])[cH:20][cH:21][cH:22][cH:23]1>>[C:1]([c:2]1[c:3]([OH:4])[cH:5][cH:6][cH:7][cH:8]1)(=[O:10])[NH:19][CH2:18][CH2:17][NH:16][CH2:15][c:14]1[c:13]([OH:12])[cH:23][cH:22][cH:21][cH:20]1. Reactants: COC(=O)c1ccccc1O, Cc1ccccc1, NCCNCc1ccccc1O. Reactants: C1(=CC=CC=C1)C=1NC=2C=CC=C3C2C1CCNC3=O (2-Phenyl-3,4,5,6-tetrahydro-1H-azepino[5,4,3-cd]indol-6-one), tricyclic bromide, FC1=CC=C(OC=2C=C(C=CC2)B(O)O)C=C1 (3-(4-fluoro-phenoxy)-phenylboronic acid). Yields the product FC1=CC=C(OC=2C=C(C=CC2)C=2NC=3C=CC=C4C3C2CCNC4=O)C=C1 (2-[3-(4-fluoro-phenoxy)-phenyl]-1,3,4,5-tetrahydro-azepino[5,4,3-cd]indol-6-one). As a reaction SMILES: [C:1]1([C:7]2[NH:8][C:9]3[CH:10]=[CH:11][CH:12]=[C:13]4[C:19](=[O:20])[NH:18][CH2:17][CH2:16][C:15]=2[C:14]=34)[CH:6]=[CH:5][CH:4]=[CH:3][CH:2]=1.[F:21][C:22]1[CH:37]=[CH:36][C:25]([O:26]C2C=C(B(O)O)C=CC=2)=[CH:24][CH:23]=1>>[F:21][C:22]1[CH:37]=[CH:36][C:25]([O:26][C:5]2[CH:6]=[C:1]([C:7]3[NH:8][C:9]4[CH:10]=[CH:11][CH:12]=[C:13]5[C:19](=[O:20])[NH:18][CH2:17][CH2:16][C:15]=3[C:14]=45)[CH:2]=[CH:3][CH:4]=2)=[CH:24][CH:23]=1. Procedure details: In a manner similar to that described for Compound 12, the tricyclic bromide (200 mg, 0.75 mmol) and 3-(4-fluoro-phenoxy)-phenylboronic acid (213 mg, 0.83 mmol) were coupled to yield 2-[3-(4-fluoro-phenoxy)-phenyl]-1,3,4,5-tetrahydro-azepino[5,4,3-cd]indol-6-one, 170 mg (60%) as a yellow crystalline solid: m.p. 240-241° C.; 1H NMR (300 MHz, d6-DMSO) δ 3.01 (m, 2H), 3.38 (m, 2H), 6.99 (m, 2H), 7.21 (m, 6H), 7.42 (m, 1H), 7.54 (m, 2H), 7.68 (m, 1H), 8.09 (br t, 1H), 11.60 (br s, 1H). MS (FAB, MH+)... The reactants are Cl (hydrochloric acid), NC1=CC=NN1C1=CC=C(C=C1)OC (5-amino-1-(4-methoxyphenyl)pyrazole), N(=O)OCCC(C)C (isopentyl nitrite). Run in O1CCCC1 (tetrahydrofuran). Product: Cl.NC1=C(C=NN1C1=CC=C(C=C1)OC)N=O (5-amino-1-(4-methoxyphenyl)-4-nitrosopyrazole hydrochloride). Reaction SMILES: [NH2:1][C:2]1[N:6]([C:7]2[CH:12]=[CH:11][C:10]([O:13][CH3:14])=[CH:9][CH:8]=2)[N:5]=[CH:4][CH:3]=1.[ClH:15].[N:16](OCCC(C)C)=[O:17]>O1CCCC1>[ClH:15].[NH2:1][C:2]1[N:6]([C:7]2[CH:8]=[CH:9][C:10]([O:13][CH3:14])=[CH:11][CH:12]=2)[N:5]=[CH:4][C:3]=1[N:16]=[O:17] |f:4.5|. Procedure: 17.4 g (92 mmol) of 5-amino-1-(4-methoxyphenyl)pyrazole [sic] from Step 1.1 was dissolved in 200 mL of tetrahydrofuran, 52.4 g of 32% hydrochloric acid was added, and the mixture was cooled to 0–5° C. Then 11.8 g (101 mmol) of isopentyl nitrite was added dropwise with agitation so that the temperature did not exceed 5° C. Gradually, a brownish precipitate formed which after an additional 2-hour agitation period in an ice bath was removed by suction filtration and washed with a small amount of te... Procedure details: 2-(4-Nitrophenyl)propionitrile (5.0 g, 28.38 mmoL) was dissolved in a 20% NH3/methanol mixture (100 mL) and treated with Raney Nickel (24.79 g). It was then hydrogenated at 60 psi at room temperature for 4 hr. The reaction was then filtered through a nylon membrane. The filtrate was then concentrated in vacuo to give 4.26 g (100%) of the title compound. It was used without further purification. 1H NMR (300 MHz, CDCl3) δ ppm 7.00 (d, J=8.46 Hz, 2H) 6.66 (d, J=8.09 Hz, 2H) 3.58 (s, 2H) 2.71-2.85 (... The solvent is N.CO (NH3 methanol). RXN SMILES: [N+:1]([C:4]1[CH:9]=[CH:8][C:7]([CH:10]([CH3:13])[C:11]#[N:12])=[CH:6][CH:5]=1)([O-])=O>N.CO.[Ni]>[NH2:12][CH2:11][CH:10]([C:7]1[CH:6]=[CH:5][C:4]([NH2:1])=[CH:9][CH:8]=1)[CH3:13] |f:1.2|. The reagents and catalysts are [Ni] (Raney Nickel). Product: NCC(C)C1=CC=C(C=C1)N (4-(2-amino-1-methyl-ethyl)-phenylamine). Isolated yield 99.9%. Starting materials: [N+](=O)([O-])C1=CC=C(C=C1)C(C#N)C (2-(4-Nitrophenyl)propionitrile). Reaction conditions: time 4 hour. The reactants are C(CCCN=C=O)CCN=C=O (1,6-hexamethylene diisocyanate), 1,12-dodecane diisocyanate, N(=C=O)CCCCN=C=O (1,4-diisocyanatobutane), cyclohexane-1,3, diisocyanate, N(=C=O)CC(CCCN=C=O)(C)C (1,5-diisocyanato-2,2-dimethylpentane), 1,4-diisocyanate, 4,4'-diisocyanato-dicyclohexylmethane, cyclobutane-1,3-diisocyanate, C1(=CC=C(C=C1)N=C=O)N=C=O (1,4-phenylene diisocyanate), N(=C=O)CCCCCCCCCCN=C=O (1,10-diisocyanatodecane), N(=C=O)C1CC(CC(C1)(CN=C=O)C)(C)C (1-isocyanato-3,3,5-trimethyl-5-isocyanatomethyl cyclohexane), polyisocyanates, 2,2,4- and 2,4,4-trimethyl-1,6-diisocyanatohexane. The product is C1=CC(=CC=C1CC2=CC=C(C=C2)N=C=O)N=C=O (4,4'diphenylmethane diisocyanate), C1(=CC=C(C=C1)N=C=O)N=C=O (1,4-phenylene diisocyanate), phosgenating-aniline formaldehyde. RXN SMILES: N(CCCCN=C=O)=[C:2]=O.N(C[C:15]([CH3:23])([CH3:22])[CH2:16][CH2:17][CH2:18][N:19]=[C:20]=[O:21])=C=O.N(CCCC[CH2:31][CH2:32][CH2:33][CH2:34][CH2:35][CH2:36][N:37]=[C:38]=[O:39])=C=O.C(CCN=C=O)CCCN=C=O.N(C1CC(C)(CN=C=O)CC(C)(C)C1)=C=O.[C:68]1([N:77]=[C:78]=[O:79])[CH:73]=[CH:72][C:71]([N:74]=[C:75]=[O:76])=[CH:70][CH:69]=1>>[CH:34]1[C:33]([CH2:23][C:15]2[CH:16]=[CH:17][C:18]([N:19]=[C:20]=[O:21])=[CH:2][CH:22]=2)=[CH:32][CH:31]=[C:36]([N:37]=[C:38]=[O:39])[CH:35]=1.[C:68]1([N:77]=[C:78]=[O:79])[CH:69]=[CH:70][C:71]([N:74]=[C:75]=[O:76])=[CH:72][CH:73]=1. Reported procedure: Examples of suitable monomers of the polyisocyanates include, but are not limited to, 1,4-diisocyanatobutane, 1,5-diisocyanato-2,2-dimethylpentane, 2,2,4- and 2,4,4-trimethyl-1,6-diisocyanatohexane, 1,10-diisocyanatodecane, 4,4'-diisocyanato-dicyclohexylmethane, 1,6-hexamethylene diisocyanate, 1,12-dodecane diisocyanate, cyclobutane-1,3-diisocyanate, cyclohexane-1,3- and/or 1,4-diisocyanate, 1-isocyanato-3,3,5-trimethyl-5-isocyanatomethyl cyclohexane (isophorone or IPDI), 2,4-and/or 2,6-hexahydr... Starting materials: N1=CC(=CC=C1)C1=CC(=C2N1CSC2)C=O (5-(3-pyridyl)-1H,3H-pyrrolo[1,2-c]thiazole-7-carboxaldehyde), S(=O)(=O)(C1=CC=C(C)C=C1)C[N+]#[C-] (tosylmethyl isocyanide), CC(C)(C)[O-].[K+] (potassium tert-butylate), CO (Methanol). The solvent is COCCOC (1,2-dimethoxyethane), COCCOC (1,2-dimethoxyethane), COCCOC (1,2-dimethoxyethane). Reaction conditions: temperature -30 celsius, time 1 hour. Product: N1=CC(=CC=C1)C1=CC(=C2N1CSC2)CC#N (2-[-5-(3-Pyridyl)-1H,3H-pyrrolo[1,2-c]thiazol-7-yl]acetonitrile). Yield: 71.6%. RXN SMILES: S([CH2:11][N+:12]#[C-])(C1C=CC(C)=CC=1)(=O)=O.CC([O-])(C)C.[K+].[N:20]1[CH:25]=[CH:24][CH:23]=[C:22]([C:26]2[N:30]3[CH2:31][S:32][CH2:33][C:29]3=[C:28]([CH:34]=O)[CH:27]=2)[CH:21]=1.CO>COCCOC>[N:20]1[CH:25]=[CH:24][CH:23]=[C:22]([C:26]2[N:30]3[CH2:31][S:32][CH2:33][C:29]3=[C:28]([CH2:34][C:11]#[N:12])[CH:27]=2)[CH:21]=1 |f:1.2|. Procedure: A solution of tosylmethyl isocyanide (7.5 g) in 1,2-dimethoxyethane (50 cc) is added over 20 minutes at a temperature of about -30° C. to a solution of potassium tert-butylate (8.7 g) in 1,2-dimethoxyethane (140 cc) cooled to a temperature of about -30° C. The solution obtained is cooled to a temperature of about -60° C., and then a solution of 5-(3-pyridyl)-1H,3H-pyrrolo[1,2-c]thiazole-7-carboxaldehyde (8 g) in 1,2-dimethoxyethane (70 cc) is added to it over 30 minutes at a temperature of about...